Dataset: the Open Reaction Database (ORD), a public repository of structured organic reaction records. Task: describe an organic reaction: reactants, conditions, products, and yield Reactants: C(C(O)C)(=O)O (lactic acid), [Sn+2] (tin(II)), C(C(=C)CC(=O)O)(=O)O (itaconic acid), C(CCCO)O (1,4-butanediol). Reaction conditions: time 27 hour. Product: C(C(O)C)(=O)O.C(C(=C)CC(=O)O)(=O)O (lactic acid itaconic acid). As a reaction SMILES: [C:1]([OH:6])(=[O:5])[CH:2]([CH3:4])[OH:3].[C:7]([OH:15])(=[O:14])[C:8]([CH2:10][C:11]([OH:13])=[O:12])=[CH2:9].C(O)CCCO.[Sn+2]>>[C:1]([OH:6])(=[O:5])[CH:2]([CH3:4])[OH:3].[C:7]([OH:15])(=[O:14])[C:8]([CH2:10][C:11]([OH:13])=[O:12])=[CH2:9] |f:4.5|. Procedure details: The polymerisation was performed as in Example 1, but the amounts of ingredients were 401.0 g aqueous lactic acid (82 mole-%), 54.9 g itaconic acid (9 mole-%), 44.1 g 1,4-butanediol (9 mole-%) and 0.22 g tin(II) octoate, and the polymerisation time was 27 hours. Reactants: FC=1C=C2C(=C(/C(/C2=CC1)=C/C1=CC=NC=C1)C)CCON (O-2-[Z-5-fluoro-2-methyl-1-(4-pyridyl)methylene-1H-inden-3-yl]ethyl hydroxylamine), O=CCC(=O)O (3-oxopropionic acid). Yields the product FC=1C=C2C(=C(/C(/C2=CC1)=C/C1=CC=NC=C1)C)CCON=C(CC=O)O (3-oxopropionic acid-O-2-[Z-5-fluoro-2-methyl-1-(4-pyridyl)methylene-1H-inden-3-yl]ethyl oxime). Reaction SMILES: [F:1][C:2]1[CH:3]=[C:4]2[C:8](=[CH:9][CH:10]=1)/[C:7](=[CH:11]\[C:12]1[CH:17]=[CH:16][N:15]=[CH:14][CH:13]=1)/[C:6]([CH3:18])=[C:5]2[CH2:19][CH2:20][O:21][NH2:22].[O:23]=[CH:24][CH2:25][C:26](O)=[O:27]>>[F:1][C:2]1[CH:3]=[C:4]2[C:8](=[CH:9][CH:10]=1)/[C:7](=[CH:11]\[C:12]1[CH:13]=[CH:14][N:15]=[CH:16][CH:17]=1)/[C:6]([CH3:18])=[C:5]2[CH2:19][CH2:20][O:21][N:22]=[C:26]([OH:27])[CH2:25][CH:24]=[O:23]. Procedure: The title compound is prepared by reaction of O-2-[Z-5-fluoro-2-methyl-1-(4-pyridyl)methylene-1H-inden-3-yl]ethyl hydroxylamine with 3-oxopropionic acid by the method of Example 1. Starting materials: C[O-].[Na+] (sodium methoxide), NC=1SC2=C(N1)C=C(C=C2)NC(=S)NC(C2=CC=CC=C2)=O (1-(2-Amino-benzothiazol-5-yl)-3-benzoyl-thiourea). Solvent: CO (methanol). Conditions: time 3 hour. Product: NC=1SC2=C(N1)C=C(C=C2)NC(=S)N ((2-Amino-benzothiazol-5-yl)-thiourea). RXN SMILES: C[O-].[Na+].[NH2:4][C:5]1[S:6][C:7]2[CH:13]=[CH:12][C:11]([NH:14][C:15]([NH:17]C(=O)C3C=CC=CC=3)=[S:16])=[CH:10][C:8]=2[N:9]=1>CO>[NH2:4][C:5]1[S:6][C:7]2[CH:13]=[CH:12][C:11]([NH:14][C:15]([NH2:17])=[S:16])=[CH:10][C:8]=2[N:9]=1 |f:0.1|. Procedure details: To a solution of anhydrous methanol (213 mL) was added sodium methoxide (1.15 g) and 1-(2-amino-benzothiazol-5-yl)-3-benzoyl-thiourea (Example 17, 3.5 g). The resulting mixture was stirred at room temperature for 3 hours. The mixture was concentrated and the residue was poured into water (300 mL). The mixture was extracted using ethyl acetate (3×200 mL). The combined organic fractions were dried over magnesium sulfate, filtered and concentrated (1.61 g, 67%). 1H-NMR (DMSO d6) δ: 9.64 (s, 1H), 76... The reactants are CCOC(=O)c1c(C)[nH]c2cc(Br)c3c(c12)CN1CCc2cc(OC)ccc2C1C3, C1CCOC1, CCO. Yields the product CCOC(=O)c1c(C)[nH]c2ccc3c(c12)CN1CCc2cc(OC)ccc2C1C3. Reaction SMILES: [CH2:1]([CH3:2])[O:3][C:4](=[O:5])[c:6]1[c:7]([CH3:30])[nH:8][c:9]2[c:10]1[c:11]1[c:20]([c:21]([Br:23])[cH:22]2)[CH2:19][CH:18]2[N:13]([CH2:12]1)[CH2:14][CH2:15][c:16]1[c:17]2[cH:24][cH:25][c:26]([O:28][CH3:29])[cH:27]1.[CH2:31]1[O:32][CH2:33][CH2:34][CH2:35]1.[CH3:36][CH2:37][OH:38]>>[CH2:1]([CH3:2])[O:3][C:4](=[O:5])[c:6]1[c:7]([CH3:30])[nH:8][c:9]2[c:10]1[c:11]1[c:20]([cH:21][cH:22]2)[CH2:19][CH:18]2[N:13]([CH2:12]1)[CH2:14][CH2:15][c:16]1[c:17]2[cH:24][cH:25][c:26]([O:28][CH3:29])[cH:27]1.